Dataset: the Open Reaction Database (ORD), a public repository of structured organic reaction records. Task: describe an organic reaction: reactants, conditions, products, and yield As a reaction SMILES: O=[C:2]1[NH:7][C:6]([C:8]2[CH:13]=[CH:12][CH:11]=[CH:10][CH:9]=2)=[C:5]2[C:14](=O)[C:15]3[CH:16]=[CH:17][CH:18]=[CH:19][C:20]=3[C:4]2=[C:3]1[C:22]#[N:23].[OH-].[K+].CC(C)([OH:29])C.C(O)(=O)C>O>[C:8]1([C:6]2[NH:7][CH2:2][C:3]([C:22]([NH2:23])=[O:29])=[C:4]3[C:20]4[CH:19]=[CH:18][CH:17]=[CH:16][C:15]=4[CH2:14][C:5]=23)[CH:9]=[CH:10][CH:11]=[CH:12][CH:13]=1 |f:1.2|. Reactants: O=C1C(=C2C(=C(N1)C1=CC=CC=C1)C(C=1C=CC=CC12)=O)C#N (3,9-dihydro-3,9-dioxo-1-phenyl-2H-indeno[2,1-c]pyridine-4-carbonitrile), [OH-].[K+] (potassium hydroxide), CC(C)(O)C (1,1-dimethylethanol), resultant mixture, C(C)(=O)O (acetic acid). The solvent is O (water). Procedure: A mixture of 1 part of 3,9-dihydro-3,9-dioxo-1-phenyl-2H-indeno[2,1-c]pyridine-4-carbonitrile, 5 parts of potassium hydroxide, and 39 parts of 1,1-dimethylethanol is heated at the boiling point under reflux for 16 hours. The resultant mixture is diluted with 1000 parts of water, followed by sufficient acetic acid to neutralize the base present. The precipitate which forms is filtered off; consecutively washed with water, methanol, and 1,1'-oxybisethane; and dried in vacuo. The resultant yellow s... Yields the product C1(=CC=CC=C1)C=1NCC(=C2C1CC=1C=CC=CC12)C(=O)N (3,9-dihydro-1-phenyl-2H-indeno[2,1-c]pyridine-4-carboxamide). Starting materials: CC(=O)O, [Cl-], CC(=O)c1ccc([N+](=O)[O-])cc1, CCc1n(N)cc[n+]1N. Yields the product [Cl-], CCc1n(N=C(C)c2ccc([N+](=O)[O-])cc2)cc[n+]1N. As a reaction SMILES: [CH3:23][C:24](=[O:25])[OH:26].[Cl-:1].[N+:11](=[O:12])([O-:13])[c:14]1[cH:15][cH:16][c:17]([C:20]([CH3:21])=[O:22])[cH:18][cH:19]1.[NH2:2][n+:3]1[c:4]([CH2:9][CH3:10])[n:5]([NH2:8])[cH:6][cH:7]1>>[Cl-:1].[NH2:2][n+:3]1[c:4]([CH2:9][CH3:10])[n:5]([N:8]=[C:20]([c:17]2[cH:16][cH:15][c:14]([N+:11](=[O:12])[O-:13])[cH:19][cH:18]2)[CH3:21])[cH:6][cH:7]1. Starting materials: [OH-].[Na+] (Sodium hydroxide), [N+](=O)([O-])C=1C=C2C(=NC1)N(C(=C2)C(F)(F)F)C(=O)OC (methyl 5-nitro-2-(trifluoromethyl)-1H-pyrrolo[2,3-b]pyridine-1-carboxylate), O (water), C(C)(=O)OCC (ethyl acetate). The solvent is C1CCOC1 (THF), CO (methanol). Reaction conditions: temperature 40 celsius. Yields the product [N+](=O)([O-])C=1C=C2C(=NC1)NC(=C2)C(F)(F)F (5-nitro-2-(trifluoromethyl)-1H-pyrrolo[2,3-b]pyridine). Isolated yield 87.3%. Reaction SMILES: [OH-].[Na+].[N+:3]([C:6]1[CH:7]=[C:8]2[CH:14]=[C:13]([C:15]([F:18])([F:17])[F:16])[N:12](C(OC)=O)[C:9]2=[N:10][CH:11]=1)([O-:5])=[O:4].O.C(OCC)(=O)C>C1COCC1.CO>[N+:3]([C:6]1[CH:7]=[C:8]2[CH:14]=[C:13]([C:15]([F:18])([F:17])[F:16])[NH:12][C:9]2=[N:10][CH:11]=1)([O-:5])=[O:4] |f:0.1|. Procedure: Sodium hydroxide (4.2 mL, 4.2 mmol, 1M in water) was added to a solution of methyl 5-nitro-2-(trifluoromethyl)-1H-pyrrolo[2,3-b]pyridine-1-carboxylate (0.35 g, 1.19 mmol) in THF (6.9 mL) and methanol (1.7 mL) at room temperature. The reaction mixture was heated at 40° C. for 30 minutes. The reaction mixture was then cooled down and treated with water and ethyl acetate. The layers were then separated. The organic layers were washed twice with water, dried over sodium sulfate, filtered, and evapor... The reactants are C(O)([O-])=O.[Na+] (sodium hydrogen carbonate), C(C1=CC=CC=C1)OC=1C=C(C=C(C1)OCC1=CC=CC=C1)[C@H](CBr)O[Si](C)(C)C(C)(C)C ({(1R)-1-[3,5-bis(benzyloxy)phenyl]-2-bromoethoxy}(tert-butyl)dimethylsilane), Cl.Cl.NCCC1=CC=C(OCCCCC2=CC(=C(C=C2)O)[C@H](CCN(C(C)C)C(C)C)C2=CC=CC=C2)C=C1 (4-{4-[4-(2-aminoethyl)phenoxy]butyl}-2-[(1R)-3-(diisopropylamino)-1-phenylpropyl]phenol bis hydrochloride salt), C(O)([O-])=O.[Na+] (sodium hydrogen carbonate), [I-].[K+] (potassium iodide), C(CC)#N (propionitrile). Solvent: C(C)(=O)OCC (ethyl acetate). Conditions: temperature 90 celsius, time 8 hour. Product: N (ammonia), C(C1=CC=CC=C1)OC=1C=C(C=C(C1)OCC1=CC=CC=C1)[C@H](CNCCC1=CC=C(OCCCCC2=CC(=C(C=C2)O)[C@H](CCN(C(C)C)C(C)C)C2=CC=CC=C2)C=C1)O[Si](C)(C)C(C)(C)C (4-{4-[4-(2-{[(2R)-2-[3,5-bis(benzyloxy)phenyl]-2-{[tert-butyl(dimethyl)silyl]oxy}ethyl]amino}ethyl)phenoxy]butyl}-2-[(1R)-3-(diisopropylamino)-1-phenylpropyl]phenol). RXN SMILES: [CH2:1]([O:8][C:9]1[CH:10]=[C:11]([C@@H:23]([O:26][Si:27]([C:30]([CH3:33])([CH3:32])[CH3:31])([CH3:29])[CH3:28])[CH2:24]Br)[CH:12]=[C:13]([O:15][CH2:16][C:17]2[CH:22]=[CH:21][CH:20]=[CH:19][CH:18]=2)[CH:14]=1)[C:2]1[CH:7]=[CH:6][CH:5]=[CH:4][CH:3]=1.Cl.Cl.[NH2:36][CH2:37][CH2:38][C:39]1[CH:72]=[CH:71][C:42]([O:43][CH2:44][CH2:45][CH2:46][CH2:47][C:48]2[CH:53]=[CH:52][C:51]([OH:54])=[C:50]([C@@H:55]([C:65]3[CH:70]=[CH:69][CH:68]=[CH:67][CH:66]=3)[CH2:56][CH2:57][N:58]([CH:62]([CH3:64])[CH3:63])[CH:59]([CH3:61])[CH3:60])[CH:49]=2)=[CH:41][CH:40]=1.C(=O)([O-])O.[Na+].[I-].[K+].C(#N)CC>C(OCC)(=O)C>[NH3:36].[CH2:1]([O:8][C:9]1[CH:10]=[C:11]([C@@H:23]([O:26][Si:27]([C:30]([CH3:33])([CH3:32])[CH3:31])([CH3:29])[CH3:28])[CH2:24][NH:36][CH2:37][CH2:38][C:39]2[CH:40]=[CH:41][C:42]([O:43][CH2:44][CH2:45][CH2:46][CH2:47][C:48]3[CH:53]=[CH:52][C:51]([OH:54])=[C:50]([C@@H:55]([C:65]4[CH:66]=[CH:67][CH:68]=[CH:69][CH:70]=4)[CH2:56][CH2:57][N:58]([CH:59]([CH3:60])[CH3:61])[CH:62]([CH3:64])[CH3:63])[CH:49]=3)=[CH:71][CH:72]=2)[CH:12]=[C:13]([O:15][CH2:16][C:17]2[CH:22]=[CH:21][CH:20]=[CH:19][CH:18]=2)[CH:14]=1)[C:2]1[CH:7]=[CH:6][CH:5]=[CH:4][CH:3]=1 |f:1.2.3,4.5,6.7|. Procedure details: {(1R)-1-[3,5-bis(benzyloxy)phenyl]-2-bromoethoxy}(tert-butyl)dimethylsilane (Prepared according to US2005/222128, 570 mg, 1.1 mmol), 4-{4-[4-(2-aminoethyl)phenoxy]butyl}-2-[(1R)-3-(diisopropylamino)-1-phenylpropyl]phenol bis hydrochloride salt (Preparation 13, 746 mg, 1.3 mmol), sodium hydrogen carbonate (544 mg, 6.48 mmol) and potassium iodide (50 mg, 0.30 mmol) were added to propionitrile (8 ml) and heated to 90° C. and left to stir overnight. After cooling, ethyl acetate and saturated aqueous...